Task: describe an organic reaction: reactants, conditions, products, and yield. Dataset: the Open Reaction Database (ORD), a public repository of structured organic reaction records Reactants: O (water), COC1=CN=C2C=CC(NC2=C1)=O (7-methoxy-1,5-naphthyridin-2(1H)-one), [H-].[Na+] (sodium hydride), BrCC1OCCO1 (2-bromomethyl-1,3-dioxolan). Run in C(C)(=O)OCC (ethyl acetate), CN(C=O)C (N,N-dimethylformamide). Conditions: temperature 50 celsius, time 15 minute. Product: O1C(OCC1)CN1C(C=CC2=NC=C(C=C12)OC)=O (1-(1,3-dioxolan-2-ylmethyl)-7-methoxy-1,5-naphthyridin-2(1H)-one). As a reaction SMILES: [CH3:1][O:2][C:3]1[CH:12]=[C:11]2[C:6]([CH:7]=[CH:8][C:9](=[O:13])[NH:10]2)=[N:5][CH:4]=1.[H-].[Na+].Br[CH2:17][CH:18]1[O:22][CH2:21][CH2:20][O:19]1.O>CN(C)C=O.C(OCC)(=O)C>[O:19]1[CH2:20][CH2:21][O:22][CH:18]1[CH2:17][N:10]1[C:11]2[C:6](=[N:5][CH:4]=[C:3]([O:2][CH3:1])[CH:12]=2)[CH:7]=[CH:8][C:9]1=[O:13] |f:1.2|. Reported procedure: To a suspension of 0.23 g of 7-methoxy-1,5-naphthyridin-2(1H)-one in 3 mL of N,N-dimethylformamide, 79 mg of 60% sodium hydride was added at room temperature, the temperature was increased to 50° C., and the mixture was stirred for 15 minutes. Thereto was added 0.41 mL of 2-bromomethyl-1,3-dioxolan, the temperature of the reaction mixture was increased to 90 to 100° C., and the reaction mixture was stirred for 3 hours. The reaction mixture was cooled to room temperature, and water and ethyl acet... The product is ClC=1C=C2C(C(=COC2=CC1O)C=1C=C(OCCCC#N)C=CC1)=O (4-[3-(6-Chloro-7-hydroxy-4-oxo-4H-chromen-3-yl)-phenoxy]-butyronitrile). Procedure: This compounds was synthesised in the same manner as described above. 4-Chlororesorcinol (0.33 g, 2.28 mmol), [3-(3-Cyano-propoxy)-phenyl]-acetic acid (0.5 g, 2.28 mmol), BF3Et2O (5 ml), PCl5 (0.71 g, 3.4 mmol), DMF (8 ml and 5 ml). Crude 4-[3-(6-Chloro-7-hydroxy-4-oxo-4H-chromen-3-yl)-phenoxy]-butyronitrile was obtained as an oil which was taken onto the next stage without further purification. Starting materials: ClC1=C(C=C(O)C=C1)O (4-Chlororesorcinol), CN(C)C=O (DMF), C(#N)CCCOC=1C=C(C=CC1)CC(=O)O ([3-(3-Cyano-propoxy)-phenyl]-acetic acid), P(Cl)(Cl)(Cl)(Cl)Cl (PCl5). As a reaction SMILES: [Cl:1][C:2]1[CH:8]=[CH:7][C:5]([OH:6])=[CH:4][C:3]=1[OH:9].[C:10]([CH2:12][CH2:13][CH2:14][O:15][C:16]1[CH:17]=[C:18]([CH2:22][C:23]([OH:25])=O)[CH:19]=[CH:20][CH:21]=1)#[N:11].P(Cl)(Cl)(Cl)(Cl)Cl.[CH3:32]N(C=O)C>>[Cl:1][C:2]1[CH:8]=[C:7]2[C:5](=[CH:4][C:3]=1[OH:9])[O:6][CH:32]=[C:22]([C:18]1[CH:17]=[C:16]([CH:21]=[CH:20][CH:19]=1)[O:15][CH2:14][CH2:13][CH2:12][C:10]#[N:11])[C:23]2=[O:25].